From a dataset of the Open Reaction Database (ORD), a public repository of structured organic reaction records. describe an organic reaction: reactants, conditions, products, and yield Starting materials: COC(=O)C1SCCN1C(CNC(=O)C=1NC2=CC=C(C=C2C1)Cl)=O (3-{[(5-chloro-1H-indole-2-carbonyl)-amino]-acetyl}-thiazolidine2-carboxylic acid methyl ester), [OH-].[Na+] (NaOH), [OH-].[Na+] (NaOH). The solvent is CO (methanol). Run at temperature 25 celsius, time 3 hour. The product is ClC=1C=C2C=C(NC2=CC1)C(=O)NCC(=O)N1C(SCC1)C(=O)O ((±)-3-{[(5-Chloro-1H-indole-2-carbonyl)-amino]-acetyl}-thiazolidine-2-carboxylic acid). RXN SMILES: C[O:2][C:3]([CH:5]1[N:9]([C:10](=[O:25])[CH2:11][NH:12][C:13]([C:15]2[NH:16][C:17]3[C:22]([CH:23]=2)=[CH:21][C:20]([Cl:24])=[CH:19][CH:18]=3)=[O:14])[CH2:8][CH2:7][S:6]1)=[O:4].[OH-].[Na+]>CO>[Cl:24][C:20]1[CH:21]=[C:22]2[C:17](=[CH:18][CH:19]=1)[NH:16][C:15]([C:13]([NH:12][CH2:11][C:10]([N:9]1[CH2:8][CH2:7][S:6][CH:5]1[C:3]([OH:4])=[O:2])=[O:25])=[O:14])=[CH:23]2 |f:1.2|. Procedure: A solution of 3-{[(5-chloro-1H-indole-2-carbonyl)-amino]-acetyl}-thiazolidine2-carboxylic acid methyl ester (196 mg, 0.5 mmol) in methanol (10 mL) was treated with aqueous 1 N NaOH (0.5 mL) at 25° C. After 3 hours, more 1 N NaOH (0.25 mL) was added. The mixture was stirred at 25° C. overnight, concentrated, the residue stirred with ethyl acetate (30 mL) and 1 N NaOH (5 mL), and the resulting mixture acidified to pH 1.8 with aqueous 6 N HCl. The aqueous layer was separated and extracted with ethy... The reactants are CCOC(=O)C=CC1CCCCN1S(=O)(=O)c1c(C)cc(OC)cc1C, CO, [OH-], [OH-], [Pd+2]. Product: CCOC(=O)CCC1CCCCN1S(=O)(=O)c1c(C)cc(OC)cc1C. Reaction SMILES: [CH3:1][O:2][c:3]1[cH:4][c:5]([CH3:26])[c:6]([S:10](=[O:11])(=[O:12])[N:13]2[CH:14]([CH:19]=[CH:20][C:21](=[O:22])[O:23][CH2:24][CH3:25])[CH2:15][CH2:16][CH2:17][CH2:18]2)[c:7]([CH3:9])[cH:8]1.[CH3:27][OH:28].[OH-:29].[OH-:30].[Pd+2:31]>>[CH3:1][O:2][c:3]1[cH:4][c:5]([CH3:26])[c:6]([S:10](=[O:11])(=[O:12])[N:13]2[CH:14]([CH2:19][CH2:20][C:21](=[O:22])[O:23][CH2:24][CH3:25])[CH2:15][CH2:16][CH2:17][CH2:18]2)[c:7]([CH3:9])[cH:8]1.